From a dataset of the Open Reaction Database (ORD), a public repository of structured organic reaction records. describe an organic reaction: reactants, conditions, products, and yield Reactants: O=C([O-])[O-], COc1cc(B(O)O)cc(OC)c1OC, CCO, COCCOC, CC(C)n1nc(I)c2c(N)ncnc21, [Na+], [Na+], c1ccc(P(c2ccccc2)(c2ccccc2)[Pd](P(c2ccccc2)(c2ccccc2)c2ccccc2)(P(c2ccccc2)(c2ccccc2)c2ccccc2)P(c2ccccc2)(c2ccccc2)c2ccccc2)cc1. Yields the product COc1cc(-c2nn(C(C)C)c3ncnc(N)c23)cc(OC)c1OC. As a reaction SMILES: [C:30](=[O:31])([O-:32])[O-:33].[CH3:1][O:2][c:3]1[cH:4][c:5]([B:13]([OH:14])[OH:15])[cH:6][c:7]([O:11][CH3:12])[c:8]1[O:9][CH3:10].[CH3:36][CH2:37][OH:38].[CH3:39][O:40][CH2:41][CH2:42][O:43][CH3:44].[I:16][c:17]1[n:18][n:19]([CH:27]([CH3:28])[CH3:29])[c:20]2[n:21][cH:22][n:23][c:24]([NH2:26])[c:25]12.[Na+:34].[Na+:35].[cH:45]1[cH:46][cH:47][c:48]([P:49]([Pd:50]([P:51]([c:52]2[cH:53][cH:54][cH:55][cH:56][cH:57]2)([c:58]2[cH:59][cH:60][cH:61][cH:62][cH:63]2)[c:64]2[cH:65][cH:66][cH:67][cH:68][cH:69]2)([P:70]([c:71]2[cH:72][cH:73][cH:74][cH:75][cH:76]2)([c:77]2[cH:78][cH:79][cH:80][cH:81][cH:82]2)[c:83]2[cH:84][cH:85][cH:86][cH:87][cH:88]2)[P:89]([c:90]2[cH:91][cH:92][cH:93][cH:94][cH:95]2)([c:96]2[cH:97][cH:98][cH:99][cH:100][cH:101]2)[c:102]2[cH:103][cH:104][cH:105][cH:106][cH:107]2)([c:108]2[cH:109][cH:110][cH:111][cH:112][cH:113]2)[c:114]2[cH:115][cH:116][cH:117][cH:118][cH:119]2)[cH:120][cH:121]1>>[CH3:1][O:2][c:3]1[cH:4][c:5](-[c:17]2[n:18][n:19]([CH:27]([CH3:28])[CH3:29])[c:20]3[n:21][cH:22][n:23][c:24]([NH2:26])[c:25]23)[cH:6][c:7]([O:11][CH3:12])[c:8]1[O:9][CH3:10]. Reactants: C(#N)C=1C=C(C=CC1)O (3-cyanophenol), C([O-])([O-])=O.[Cs+].[Cs+] (cesium carbonate), FC1=NC(=C(C(=C1F)C)F)F (2,3,5,6-tetrafluoro-4-methylpyridine). The solvent is C(C)#N (acetonitrile). Conditions: temperature 45 celsius. Product: FC=1C(=NC(=C(C1C)F)F)OC=1C=C(C#N)C=CC1 (3-[(3,5,6-trifluoro-4-methylpyridin-2-yl)-oxy]benzonitrile). As a reaction SMILES: F[C:2]1[C:7]([F:8])=[C:6]([CH3:9])[C:5]([F:10])=[C:4]([F:11])[N:3]=1.[C:12]([C:14]1[CH:15]=[C:16]([OH:20])[CH:17]=[CH:18][CH:19]=1)#[N:13].C(=O)([O-])[O-].[Cs+].[Cs+]>C(#N)C>[F:8][C:7]1[C:2]([O:20][C:16]2[CH:15]=[C:14]([CH:19]=[CH:18][CH:17]=2)[C:12]#[N:13])=[N:3][C:4]([F:11])=[C:5]([F:10])[C:6]=1[CH3:9] |f:2.3.4|. Procedure details: To 2,3,5,6-tetrafluoro-4-methylpyridine (0.71 g, 4.3 mmol) dissolved in acetonitrile (5 mL) was added 3-cyanophenol (0.5 g, 4.2 mmol) and cesium carbonate (1.44 g, 4.4 mmol). The reaction was heated in an oil bath at 45° C. for 16 hours and partitioned with ether and water. The organic layer was separated, washed with brine, dried (Na2SO4), and the solvent removed in vacuo. Chromatography on silica gel with methylene chloride/hexane (7/3) gave 3-[(3,5,6-trifluoro-4-methylpyridin-2-yl)-oxy]benzon... Starting materials: C(Cl)(Cl)Cl (chloroform), Cl.Cl.ClC=1C=CC2=C(C(=NCC3N2CCN(C3)CCCl)C3=CC=CC=C3)C1 (1,2,3,4,4a,5-hexahydro-9-chloro-3-(β-chlorethyl)7-phenyl-pyrazino[1,2-a][1,4]benzodiazepinedihydrochloride), O (H2O). Run in C(C)(C)O (isopropanol), C(C)(C)O (Isopropanol). The product is Cl.Cl.ClC=1C=CC2=C(C(=NCC3N2CCN(C3)CCO)C3=CC=CC=C3)C1 (1,2,3,4,4a,5-hexahydro-9-chloro-3-(β-hydroxyethyl)-7-phenyl-pyrazino[1,2-a][1,4]benzodiazepindihydrochloride). Reaction SMILES: C(Cl)(Cl)[Cl:2].Cl.Cl.[Cl:7][C:8]1[CH:9]=[CH:10][C:11]2[N:17]3[CH2:18][CH2:19][N:20]([CH2:22][CH2:23]Cl)[CH2:21][CH:16]3[CH2:15][N:14]=[C:13]([C:25]3[CH:30]=[CH:29][CH:28]=[CH:27][CH:26]=3)[C:12]=2[CH:31]=1.[OH2:32]>C(O)(C)C>[ClH:2].[ClH:7].[Cl:7][C:8]1[CH:9]=[CH:10][C:11]2[N:17]3[CH2:18][CH2:19][N:20]([CH2:22][CH2:23][OH:32])[CH2:21][CH:16]3[CH2:15][N:14]=[C:13]([C:25]3[CH:30]=[CH:29][CH:28]=[CH:27][CH:26]=3)[C:12]=2[CH:31]=1 |f:1.2.3,6.7.8|. Procedure details: 2.5 mole H2O are heated under reflux with 15 ml thionylchloride for 20 minutes. The solvent is subsequently removed and the base yielded with dilute water sodium hydroxide solution under cooling with ice and subsequently isolated from chloroform. 3.2 g of 1,2,3,4,4a,5-hexahydro-9-chloro-3-(β-chlorethyl)7-phenyl-pyrazino[1,2-a][1,4]benzodiazepinedihydrochloride.1.0 mole H2O.0.6 mole Isopropanol has been crystallized from isopropanol said compound having a freezing point of 220° C. (decomposing). Reactants: ClC=1C=C(CCl)C=CC1Cl (3,4-Dichlorobenzyl chloride), OC1=CC=C(C=C1)N(CC(=O)N1C[C@H](CC1)NC(OC(C)(C)C)=O)C(\C=C\C1=CC=CC=C1)=O ([(S)-1-(2-{(4-hydroxyphenyl)-[(E)-(3-phenylacryloyl)]amino}acetyl)pyrrolidin-3-yl]carbamic acid, tert-butyl ester), C([O-])([O-])=O.[Cs+].[Cs+] (cesium carbonate). The reagents and catalysts are CCCC[N+](CCCC)(CCCC)CCCC.[I-] (TBAI). Run in CN(C)C=O (DMF), C(C)(=O)OCC (ethyl acetate). Run at time 8 hour. Product: ClC=1C=C(COC2=CC=C(C=C2)N(CC(=O)N2C[C@H](CC2)NC(OC(C)(C)C)=O)C(\C=C\C2=CC=CC=C2)=O)C=CC1Cl ([(S)-1-(2-{[4-(3,4-Dichlorobenzyloxy)phenyl]-[(E)-(3-phenylacryloyl)]amino}-acetyl)pyrrolidin-3-yl]carbamic acid, tert-butyl ester). The yield is 68.0%. RXN SMILES: [Cl:1][C:2]1[CH:3]=[C:4]([CH:7]=[CH:8][C:9]=1[Cl:10])[CH2:5]Cl.[OH:11][C:12]1[CH:17]=[CH:16][C:15]([N:18]([C:35](=[O:44])/[CH:36]=[CH:37]/[C:38]2[CH:43]=[CH:42][CH:41]=[CH:40][CH:39]=2)[CH2:19][C:20]([N:22]2[CH2:26][CH2:25][C@H:24]([NH:27][C:28](=[O:34])[O:29][C:30]([CH3:33])([CH3:32])[CH3:31])[CH2:23]2)=[O:21])=[CH:14][CH:13]=1.C(=O)([O-])[O-].[Cs+].[Cs+]>CCCC[N+](CCCC)(CCCC)CCCC.[I-].CN(C=O)C.C(OCC)(=O)C>[Cl:1][C:2]1[CH:3]=[C:4]([CH:7]=[CH:8][C:9]=1[Cl:10])[CH2:5][O:11][C:12]1[CH:17]=[CH:16][C:15]([N:18]([C:35](=[O:44])/[CH:36]=[CH:37]/[C:38]2[CH:43]=[CH:42][CH:41]=[CH:40][CH:39]=2)[CH2:19][C:20]([N:22]2[CH2:26][CH2:25][C@H:24]([NH:27][C:28](=[O:34])[O:29][C:30]([CH3:33])([CH3:32])[CH3:31])[CH2:23]2)=[O:21])=[CH:14][CH:13]=1 |f:2.3.4,5.6|. Procedure details: 3,4-Dichlorobenzyl chloride (15 μL) was added to a mixture of [(S)-1-(2-{(4-hydroxyphenyl)-[(E)-(3-phenylacryloyl)]amino}acetyl)pyrrolidin-3-yl]carbamic acid, tert-butyl ester 14 (50 mg, 0.11 mmol), cesium carbonate (52 mg, 0.16 mmol) and TBAI (40 mg, 0.11 mmol) in DMF (3 mL). The reaction mixture was stirred at room temperature overnight and then diluted with ethyl acetate and washed with 10% hydrochloric acid (×2) and brine, dried (Na2SO4) and evaporated to dryness. The residue was purified by... The reactants are [N-]=[N+]=[N-] (azide), C(#N)C1=CC=C(CNC(C2=C(N=CC=C2)OC2=CC=C(C=C2)F)=O)C=C1 (N-(4-Cyano-benzyl)-2-(4-fluoro-phenoxy)-nicotinamide), C(CCC)[Sn](CCCC)=O (dibutyltin oxide). The solvent is C1(=CC=CC=C1)C (toluene). Run at temperature 110 celsius. Yields the product FC1=CC=C(OC2=C(C(=O)NCC3=CC=C(C=C3)C3=NN=NN3)C=CC=N2)C=C1 (2-(4-Fluoro-phenoxy)-N-[4-(1H-tetrazol-5-yl)-benzyl]-nicotinamide). As a reaction SMILES: [C:1]([C:3]1[CH:26]=[CH:25][C:6]([CH2:7][NH:8][C:9](=[O:24])[C:10]2[CH:15]=[CH:14][CH:13]=[N:12][C:11]=2[O:16][C:17]2[CH:22]=[CH:21][C:20]([F:23])=[CH:19][CH:18]=2)=[CH:5][CH:4]=1)#[N:2].[N-:27]=[N+:28]=[N-:29].C([Sn](=O)CCCC)CCC>C1(C)C=CC=CC=1>[F:23][C:20]1[CH:21]=[CH:22][C:17]([O:16][C:11]2[N:12]=[CH:13][CH:14]=[CH:15][C:10]=2[C:9]([NH:8][CH2:7][C:6]2[CH:5]=[CH:4][C:3]([C:1]3[NH:29][N:28]=[N:27][N:2]=3)=[CH:26][CH:25]=2)=[O:24])=[CH:18][CH:19]=1. Reported procedure: N-(4-Cyano-benzyl)-2-(4-fluoro-phenoxy)-nicotinamide (0.090 g) was placed in a sealable tube with anhydrous toluene (2 mL). Timethylsilyl azide (0.10 mL) was added, followed dibutyltin oxide (0.010 g) and the reaction mixture heated to 110° C. for 20 h. The reaction mixture was allowed to cool to ambient temperature, and quenched with 30% sodium bicarbonate (10 mL). Ethyl acetate (10 mL) was added and the aqueous layer collected. The organic layer was subsequently extracted with 30% sodium bicar... RXN SMILES: [CH2:1]([O:8][CH2:9][CH:10]([CH3:17])[CH2:11][CH:12]([OH:16])[C:13]#[C:14][CH3:15])[C:2]1[CH:7]=[CH:6][CH:5]=[CH:4][CH:3]=1.N1C2C(=CC=CC=2)C=CC=1.[H][H]>[Pd].CC([O-])=O.CC([O-])=O.[Pb+2].CCCCCC>[CH2:1]([O:8][CH2:9][CH:10]([CH3:17])[CH2:11][CH:12]([OH:16])/[CH:13]=[CH:14]\[CH3:15])[C:2]1[CH:7]=[CH:6][CH:5]=[CH:4][CH:3]=1 |f:3.4.5.6|. The solvent is CCCCCC (hexane). Reactants: C(C1=CC=CC=C1)OCC(CC(C#CC)O)C (rac. 1-benzyloxy-2-methylhept-5-yn-4-ol), [H][H] (hydrogen), [H][H] (hydrogen), N1=CC=CC2=CC=CC=C12 (quinoline). Procedure: A mixture of 1 g. (4.31 mmoles) of rac. 1-benzyloxy-2-methylhept-5-yn-4-ol, 0.1 g. of Lindlar catalyst, 0.04 ml. of quinoline and 30 ml. of hexane was stirred in an atmosphere of hydrogen, at room temperature, for 40 minutes during which time approximately one equivalent of hydrogen was taken up. The catalyst was filtered and washed with hexane then the combined filtrate and washes were concentrated in vacuo giving 1.05 g. of oily product. This material was chromatographed on 50 g. of silica gel... Reagents/catalysts: [Pd].CC(=O)[O-].CC(=O)[O-].[Pb+2] (Lindlar catalyst). The product is C(C1=CC=CC=C1)OCC(CC(\C=C/C)O)C (rac. Z-1-benzyloxy-2-methyl-5-hepten-4-ol). Reactants: COC=1C=CC2=C(CCN(C(N2)=O)C2CCN(CC2)C2=CC(=NC=N2)C(=O)O)C1 (6-[4-(7-methoxy-2-oxo-1,2,4,5-tetrahydro-1,3-benzodiazepin-3-yl)-piperidin-1-yl]-pyrimidine-4-carboxylic acid), CN(C)C(=[N+](C)C)ON1C2=C(C=CC=C2)N=N1.[B-](F)(F)(F)F (TBTU), N1CC(C2=CC=CC=C12)CO ((2,3-dihydro-1H-indol-3-yl)-methanol), TEA. The solvent is CN(C)C=O (DMF). Conditions: time 5 hour. Yields the product OCC1CN(C2=CC=CC=C12)C(=O)C1=CC(=NC=N1)N1CCC(CC1)N1C(NC2=C(CC1)C=C(C=C2)OC)=O (3-{1-[6-(3-hydroxymethyl-2,3-dihydro-indole-1-carbonyl)-pyrimidin-4-yl]-piperidin-4-yl}-7-methoxy-1,3,4,5-tetrahydro-benzo[d][1,3]diazepin-2-one). As a reaction SMILES: [CH3:1][O:2][C:3]1[CH:4]=[CH:5][C:6]2[NH:12][C:11](=[O:13])[N:10]([CH:14]3[CH2:19][CH2:18][N:17]([C:20]4[N:25]=[CH:24][N:23]=[C:22]([C:26](O)=[O:27])[CH:21]=4)[CH2:16][CH2:15]3)[CH2:9][CH2:8][C:7]=2[CH:29]=1.[NH:30]1[C:38]2[C:33](=[CH:34][CH:35]=[CH:36][CH:37]=2)[CH:32]([CH2:39][OH:40])[CH2:31]1.CN(C(ON1N=NC2C=CC=CC1=2)=[N+](C)C)C.[B-](F)(F)(F)F>CN(C=O)C>[OH:40][CH2:39][CH:32]1[C:33]2[C:38](=[CH:37][CH:36]=[CH:35][CH:34]=2)[N:30]([C:26]([C:22]2[N:23]=[CH:24][N:25]=[C:20]([N:17]3[CH2:16][CH2:15][CH:14]([N:10]4[CH2:9][CH2:8][C:7]5[CH:29]=[C:3]([O:2][CH3:1])[CH:4]=[CH:5][C:6]=5[NH:12][C:11]4=[O:13])[CH2:19][CH2:18]3)[CH:21]=2)=[O:27])[CH2:31]1 |f:2.3|. Procedure details: 100 mg (0.25 mmol) of 6-[4-(7-methoxy-2-oxo-1,2,4,5-tetrahydro-1,3-benzodiazepin-3-yl)-piperidin-1-yl]-pyrimidine-4-carboxylic acid and 50 mg (0.32 mmol) (2,3-dihydro-1H-indol-3-yl)-methanol in 50 μL (0.27 mmol) TEA and 0.90 mL DMF were combined with 85 mg (0.27 mmol) TBTU and the mixture was stirred for 5 h at RT. Then the reaction mixture was purified by preparative HPLC-MS. The product-containing fractions were combined and evaporated down by roughly half. The precipitated solid was suction f... Starting materials: CS(=O)(=O)N1CCN(c2ccc(N3CCN(C(=O)O)c4ccccc43)cc2)CC1, ClCCl, Cl, C1COCCO1. Yields the product CS(=O)(=O)N1CCN(c2ccc(N3CCNc4ccccc43)cc2)CC1. Reaction SMILES: [CH3:1][S:2](=[O:3])(=[O:4])[N:5]1[CH2:6][CH2:7][N:8]([c:11]2[cH:12][cH:13][c:14]([N:17]3[CH2:18][CH2:19][N:20]([C:27]([OH:28])=[O:29])[c:21]4[cH:22][cH:23][cH:24][cH:25][c:26]43)[cH:15][cH:16]2)[CH2:9][CH2:10]1.[Cl:31][CH2:32][Cl:33].[ClH:30].[O:34]1[CH2:35][CH2:36][O:37][CH2:38][CH2:39]1>>[CH3:1][S:2](=[O:3])(=[O:4])[N:5]1[CH2:6][CH2:7][N:8]([c:11]2[cH:12][cH:13][c:14]([N:17]3[CH2:18][CH2:19][NH:20][c:21]4[cH:22][cH:23][cH:24][cH:25][c:26]43)[cH:15][cH:16]2)[CH2:9][CH2:10]1.